Dataset: the Open Reaction Database (ORD), a public repository of structured organic reaction records. Task: describe an organic reaction: reactants, conditions, products, and yield Starting materials: NC=1C(SCC1C(=O)OC)CCCCC(=O)N1CCCCC1 (3-amino-4-carbomethoxy-2,5-dihydro-2-thiophenevaleric acid piperidide), Cl(=O)(=O)(=O)O (perchloric acid), C(C)(=O)OC(C)=O (acetic anhydride). Run at time 1.5 hour. Product: C(C)(=O)NC=1C(SCC1C(=O)OC)CCCCC(=O)N1CCCCC1 (3-acetamido-4-carbomethoxy-2,5-dihydro-2-thiophenevaleric acid piperidide). Isolated yield 100.0%. As a reaction SMILES: [NH2:1][C:2]1[CH:3]([CH2:11][CH2:12][CH2:13][CH2:14][C:15]([N:17]2[CH2:22][CH2:21][CH2:20][CH2:19][CH2:18]2)=[O:16])[S:4][CH2:5][C:6]=1[C:7]([O:9][CH3:10])=[O:8].Cl(O)(=O)(=O)=O.[C:28](OC(=O)C)(=[O:30])[CH3:29]>>[C:28]([NH:1][C:2]1[CH:3]([CH2:11][CH2:12][CH2:13][CH2:14][C:15]([N:17]2[CH2:22][CH2:21][CH2:20][CH2:19][CH2:18]2)=[O:16])[S:4][CH2:5][C:6]=1[C:7]([O:9][CH3:10])=[O:8])(=[O:30])[CH3:29]. Procedure: To a solution of 7.4 g (.0226 mole) of 3-amino-4-carbomethoxy-2,5-dihydro-2-thiophenevaleric acid piperidide in 50 ml of acetic anhydride was added dropwise 1 ml of perchloric acid. The reaction was stirred for 1.5 hrs. and then was worked up. Acetic anhydride was removed under vacuum. The residue was partitioned between 50 ml of 10% by weight aqueous sodium bicarbonate solution and 150 ml of methylene chloride. The basic, aqueous phase was extracted three times with 30 ml portions of methylene ... Starting materials: final mixture, C(C)(C)(C)OC(N[C@@H](CO)C1=CC=C(C=C1)OCC(CCC)C)=O ({(R)-2-Hydroxy-1-[4-(2-methyl-pentyloxy)-phenyl]-ethyl}-carbamic acid t-butyl ester), Cl (HCl). The solvent is ClCCl (dichloromethane), O1CCOCC1 (1,4-dioxane). Product: Cl.N[C@@H](CO)C1=CC=C(C=C1)OCC(CCC)C ((R)-2-Amino-2-[4-(2-methyl-pentyloxy)-phenyl]-ethanol HCl). RXN SMILES: C(OC(=O)[NH:7][C@H:8]([C:11]1[CH:16]=[CH:15][C:14]([O:17][CH2:18][CH:19]([CH3:23])[CH2:20][CH2:21][CH3:22])=[CH:13][CH:12]=1)[CH2:9][OH:10])(C)(C)C.[ClH:25]>ClCCl.O1CCOCC1>[ClH:25].[NH2:7][C@H:8]([C:11]1[CH:16]=[CH:15][C:14]([O:17][CH2:18][CH:19]([CH3:23])[CH2:20][CH2:21][CH3:22])=[CH:13][CH:12]=1)[CH2:9][OH:10] |f:4.5|. Procedure details: To a solution of {(R)-2-Hydroxy-1-[4-(2-methyl-pentyloxy)-phenyl]-ethyl}-carbamic acid t-butyl ester (0.70 g 2.08 mmol), in dichloromethane (10 ml) in an ice bath was added 4 M HCl in 1,4-dioxane (10 ml). The final mixture was then stirred at room temperature for 1.5 hrs. The excessive solvent was removed in vacuum to give a white solid, which was used directly for next step.